The task is: describe an organic reaction: reactants, conditions, products, and yield. This data is from the Open Reaction Database (ORD), a public repository of structured organic reaction records. Starting materials: ClC(=O)OCC (ethyl chloroformate), NC=1C=C(C=CC1)S (3-aminothiophenol). Run in C(C)(=O)OCC (ethyl acetate), C(C)(=O)OCC (ethyl acetate). The product is C(C)OC(=O)NC=1C=C(C=CC1)S (3-Ethoxycarbonylaminothiophenol). Reaction SMILES: Cl[C:2]([O:4][CH2:5][CH3:6])=[O:3].[NH2:7][C:8]1[CH:9]=[C:10]([SH:14])[CH:11]=[CH:12][CH:13]=1>C(OCC)(=O)C>[CH2:5]([O:4][C:2]([NH:7][C:8]1[CH:9]=[C:10]([SH:14])[CH:11]=[CH:12][CH:13]=1)=[O:3])[CH3:6]. Procedure: 12 ml of ethyl chloroformate are added dropwise to a solution of 25 g of 3-aminothiophenol in 150 ml of ethyl acetate at 50°, under gentle reflux. 50 ml of ethyl acetate are added and the reaction mixture is boiled under reflux for 5 minutes, cooled to 40° and filtered with suction. The filtrate is evaporated to dryness and the oily evaporation residue is chromatographed on silica gel using toluene as the solvent. 3-Ethoxycarbonylaminothiophenol is obtained by evaporating the eluate. 10 g of thi... Conditions: temperature 80 celsius, time 16 hour. Procedure: To a solution of 6-bromopyridin-3-ol (10 g, 57.80 mmol) in DMF (60 mL) was added 4-fluorobenzonitrile (6.99 g, 57.8 mmol) and K2CO3 (11.9 g, 86.70 mmol) and the reaction mixture was stirred at 80° C. for 16 hours (h). The reaction mixture was poured into ice water and extracted with ethyl acetate. The organic layer was dried over sodium sulphate and concentrated. The crude product was purified by column chromatography (silica gel, 100-200 mesh) to obtain the title compound as an off-white solid ... Run in CN(C)C=O (DMF). Product: BrC1=CC=C(C=N1)OC1=CC=C(C#N)C=C1 (4-((6-bromopyridin-3-yl)oxy)benzonitrile). Reaction SMILES: [Br:1][C:2]1[N:7]=[CH:6][C:5]([OH:8])=[CH:4][CH:3]=1.F[C:10]1[CH:17]=[CH:16][C:13]([C:14]#[N:15])=[CH:12][CH:11]=1.C([O-])([O-])=O.[K+].[K+]>CN(C=O)C>[Br:1][C:2]1[N:7]=[CH:6][C:5]([O:8][C:10]2[CH:17]=[CH:16][C:13]([C:14]#[N:15])=[CH:12][CH:11]=2)=[CH:4][CH:3]=1 |f:2.3.4|. Isolated yield 62.9%. Starting materials: BrC1=CC=C(C=N1)O (6-bromopyridin-3-ol), FC1=CC=C(C#N)C=C1 (4-fluorobenzonitrile), C(=O)([O-])[O-].[K+].[K+] (K2CO3), ice water. Starting materials: ClC=1C(=C2C(=C(C1)C(C)=O)OCCO2)NC(=O)C (5'-chloro-2',3'-ethylenedioxy-4'-(methylcarbonylamino)-acetophenone), [OH-].[Na+] (sodium hydroxide). Run in CO (methanol). Product: NC1=C2C(=C(C=C1Cl)C(C)=O)OCCO2 (4'-amino-5'-chloro-2',3'-ethylenedioxyacetophenone). Yield: 73.2%. RXN SMILES: [Cl:1][C:2]1[C:3]([NH:15]C(C)=O)=[C:4]2[O:14][CH2:13][CH2:12][O:11][C:5]2=[C:6]([C:8](=[O:10])[CH3:9])[CH:7]=1.[OH-].[Na+]>CO>[NH2:15][C:3]1[C:2]([Cl:1])=[CH:7][C:6]([C:8](=[O:10])[CH3:9])=[C:5]2[O:11][CH2:12][CH2:13][O:14][C:4]=12 |f:1.2|. Procedure: A mixture of 5'-chloro-2',3'-ethylenedioxy-4'-(methylcarbonylamino)-acetophenone (152 mg, 0.56 mmol) and sodium hydroxide (4N, 1.4 mL, 5.6 mmol) in 5 mL of methanol was heated at reflux for 3.5 hours. The mixture was concentrated by rotary evaporation and the residue was stirred into water. The residue was isolated by filtration and washed with water. Drying gave 4'-amino-5'-chloro-2',3'-ethylenedioxyacetophenone (95 mg, 0.41 mmol), m.p. 133°-136° C. Starting materials: CC(C)(C)[Si](C)(C)OCC=O, CC(=O)O[BH-](OC(C)=O)OC(C)=O, O=C([O-])O, CO, CC(Cl)Cl, O=C(OCc1ccccc1)N1CCNCC1, [Na+], [Na+], C1CCOC1. The product is CC(C)(C)[Si](C)(C)OCCN1CCN(C(=O)OCc2ccccc2)CC1. RXN SMILES: [C:17]([CH3:18])([CH3:19])([CH3:20])[Si:21]([O:22][CH2:23][CH:24]=[O:25])([CH3:26])[CH3:27].[C:32]([O:33][BH-:34]([O:35][C:36](=[O:37])[CH3:38])[O:39][C:40](=[O:41])[CH3:42])(=[O:43])[CH3:44].[C:46](=[O:47])([OH:48])[O-:49].[CH3:51][OH:52].[Cl:28][CH:29]([Cl:30])[CH3:31].[N:1]1([C:7](=[O:8])[O:9][CH2:10][c:11]2[cH:12][cH:13][cH:14][cH:15][cH:16]2)[CH2:2][CH2:3][NH:4][CH2:5][CH2:6]1.[Na+:45].[Na+:50].[O:53]1[CH2:54][CH2:55][CH2:56][CH2:57]1>>[N:1]1([C:7](=[O:8])[O:9][CH2:10][c:11]2[cH:12][cH:13][cH:14][cH:15][cH:16]2)[CH2:2][CH2:3][N:4]([CH2:24][CH2:23][O:22][Si:21]([C:17]([CH3:18])([CH3:19])[CH3:20])([CH3:26])[CH3:27])[CH2:5][CH2:6]1. Reactants: C1(CCCCC1)NC1=CC(=NC=N1)C(=O)O (6-(cyclohexylamino)pyrimidine-4-carboxylic acid), C1(CCCCC1)NC1=CC(=NC=N1)C(=O)O (6-(cyclohexylamino)pyrimidine-4-carboxylic acid), NC1=C(C=C(C=C1)NS(=O)(=O)C)OC (N-(4-amino-3-methoxyphenyl)methanesulfonamide). Solvent: C(Cl)Cl (DCM). Yields the product C1(CCCCC1)NC1=CC(=NC=N1)C(=O)NC1=C(C=C(C=C1)NS(=O)(=O)C)OC (6-(cyclohexylamino)-N-{2-methoxy-4-[(methylsulfonyl)amino]phenyl}pyrimidine-4-carboxamide). RXN SMILES: [CH:1]1([NH:7][C:8]2[N:13]=[CH:12][N:11]=[C:10]([C:14]([OH:16])=O)[CH:9]=2)[CH2:6][CH2:5][CH2:4][CH2:3][CH2:2]1.[NH2:17][C:18]1[CH:23]=[CH:22][C:21]([NH:24][S:25]([CH3:28])(=[O:27])=[O:26])=[CH:20][C:19]=1[O:29][CH3:30]>C(Cl)Cl>[CH:1]1([NH:7][C:8]2[N:13]=[CH:12][N:11]=[C:10]([C:14]([NH:17][C:18]3[CH:23]=[CH:22][C:21]([NH:24][S:25]([CH3:28])(=[O:27])=[O:26])=[CH:20][C:19]=3[O:29][CH3:30])=[O:16])[CH:9]=2)[CH2:2][CH2:3][CH2:4][CH2:5][CH2:6]1. Procedure details: Following the general method as outlined in Example 1, starting from 6-(cyclohexylamino)pyrimidine-4-carboxylic acid (Intermediate 4) and N-(4-amino-3-methoxyphenyl)methanesulfonamide (Kaironkem), the title compound was obtained as a white solid after trituration in DCM. Reactants: FC(C(=O)O)(F)F (trifluoroacetic acid), C1=CC=CC=2C(C3=C(C=CC21)C=CC=C3)=CCCN(C(=O)[C@H](CC(C)C)N(C(OC(C)(C)C)=O)C)C (t-butyl (1S)-1-{[[3-(5H-dibenzo[a,d][7]annulen-5-ylidene)propyl] (methyl)amino]carbonyl}-3-methylbutyl(methyl)carbamate), ClCCl (dichloromethane). Conditions: time 2 hour. Yields the product Cl.C1=CC=CC=2C(C3=C(C=CC21)C=CC=C3)=CCCN(C([C@H](CC(C)C)NC)=O)C ((2S)—N-[3-(5H-dibenzo[a,d][7]annulen-5-ylidene)propyl]-N,4-dimethyl-2-(methylamino)pentanamide hydrochloride). As a reaction SMILES: FC(F)(F)C(O)=O.[CH:8]1[C:18]2[CH:17]=[CH:16][C:15]3[CH:19]=[CH:20][CH:21]=[CH:22][C:14]=3[C:13](=[CH:23][CH2:24][CH2:25][N:26]([CH3:43])[C:27]([C@@H:29]([N:34](C)[C:35](=O)OC(C)(C)C)[CH2:30][CH:31]([CH3:33])[CH3:32])=[O:28])[C:12]=2[CH:11]=[CH:10][CH:9]=1.[Cl:44]CCl>>[ClH:44].[CH:19]1[C:15]2[CH:16]=[CH:17][C:18]3[CH:8]=[CH:9][CH:10]=[CH:11][C:12]=3[C:13](=[CH:23][CH2:24][CH2:25][N:26]([CH3:43])[C:27](=[O:28])[C@@H:29]([NH:34][CH3:35])[CH2:30][CH:31]([CH3:33])[CH3:32])[C:14]=2[CH:22]=[CH:21][CH:20]=1 |f:3.4|. Reported procedure: 5 ml of dichloromethane and 2.5 ml of trifluoroacetic acid were added to 169 mg (0.35 mmol) of t-butyl (1S)-1-{[[3-(5H-dibenzo[a,d][7]annulen-5-ylidene)propyl] (methyl)amino]carbonyl}-3-methylbutyl(methyl)carbamate, and they were stirred at room temperature for 2 hours. The reaction mixture was concentrated under reduced pressure. 1 N aqueous sodium hydroxide solution was added thereto to make it basic. After extracting with ethyl acetate, the organic layer was dried over anhydrous sodium sulfat...